Dataset: the Open Reaction Database (ORD), a public repository of structured organic reaction records. Task: describe an organic reaction: reactants, conditions, products, and yield The reactants are C(C)(C)(C)OC(=O)N(C)[C@H]1CNCC1 ((R)-3-[N-(tert-butoxycarbonyl)-N-methylamino]pyrrolidine), ClC1=NC=C(C=2C(=CC=CC12)S(=O)(=O)Cl)Br (1-chloro-4-bromo-5-isoquinolinesulfonyl chloride), ClC1=NC=C(C=2C(=CC=CC12)S(=O)(=O)Cl)Cl (1,4-dichloro-5-isoquinolinesulfonyl chloride), C(C)(C)(C)OC(=O)N(C)C1CNCC1 (3-[N-(tert-butoxycarbonyl)-N-methylamino]pyrrolidine). Product: C(C)(C)(C)OC(=O)N(C)[C@H]1CN(CC1)S(=O)(=O)C=1C=2C(=CN=C(C2C=CC1)Cl)Cl ((R)-3-[N-(tert-Butoxycarbonyl)-N-methylamino]-1-(1,4-dichloro-5-isoquinolinesulfonyl)pyrrolidine), OC1=NC=C(C=2C(=CC=CC12)S(=O)(=O)N1C[C@@H](CC1)NC)Cl ((R)-1-(1-Hydroxy-4-chloro-5-isoquinolinesulfonyl)-3-(methylamino)pyrrolidine), Cl (hydrochloride). Reaction SMILES: [Cl:1][C:2]1[C:11]2[CH:10]=[CH:9][CH:8]=[C:7]([S:12](Cl)(=[O:14])=[O:13])[C:6]=2[C:5]([Cl:16])=[CH:4][N:3]=1.[C:17]([O:21][C:22]([N:24]([C@@H:26]1[CH2:30][CH2:29][NH:28][CH2:27]1)[CH3:25])=[O:23])([CH3:20])([CH3:19])[CH3:18].[Cl:31]C1C2C=CC=C(S(Cl)(=O)=[O:43])C=2C(Br)=CN=1.C(O[C:52]([N:54]([CH:56]1[CH2:60][CH2:59][NH:58][CH2:57]1)C)=O)(C)(C)C>>[C:17]([O:21][C:22]([N:24]([C@@H:26]1[CH2:30][CH2:29][N:28]([S:12]([C:7]2[C:6]3[C:5]([Cl:16])=[CH:4][N:3]=[C:2]([Cl:1])[C:11]=3[CH:10]=[CH:9][CH:8]=2)(=[O:14])=[O:13])[CH2:27]1)[CH3:25])=[O:23])([CH3:20])([CH3:18])[CH3:19].[OH:43][C:2]1[C:11]2[CH:10]=[CH:9][CH:8]=[C:7]([S:12]([N:58]3[CH2:59][CH2:60][C@@H:56]([NH:54][CH3:52])[CH2:57]3)(=[O:14])=[O:13])[C:6]=2[C:5]([Cl:16])=[CH:4][N:3]=1.[ClH:31]. Procedure details: (R)-3-[N-(tert-Butoxycarbonyl)-N-methylamino]-1-(1,4-dichloro-5-isoquinolinesulfonyl)pyrrolidine (Intermediate 25b) was prepared by using 1,4-dichloro-5-isoquinolinesulfonyl chloride and (R)-3-[N-(tert-butoxycarbonyl)-N-methylamino]pyrrolidine in the method of Example 35, Step A instead of 1-chloro-4-bromo-5-isoquinolinesulfonyl chloride and 3-[N-(tert-butoxycarbonyl)-N-methylamino]pyrrolidine, respectively, and then used in the method of Example 35, Step B in a similar manner to obtain the titl... Reactants: C(F)(F)(C(F)(F)C(F)(F)C(F)(F)F)S(=O)(=O)N(C)CCO (C4F9SO2N(CH3)CH2CH2OH), SCC(=O)O (HSCH2CO2H). The reagents and catalysts are C(F)(F)(F)S(=O)(=O)O (CF3SO3H). Run in C1(=CC=CC=C1)C (toluene). Yields the product C(F)(F)(C(F)(F)C(F)(F)C(F)(F)F)S(=O)(=O)N(C)CCOC(=O)CS (C4F9SO2N(CH3)C2H4OC(O)CH2SH). RXN SMILES: [C:1]([S:14]([N:17]([CH2:19][CH2:20][OH:21])[CH3:18])(=[O:16])=[O:15])([C:4]([C:7]([C:10]([F:13])([F:12])[F:11])([F:9])[F:8])([F:6])[F:5])([F:3])[F:2].[SH:22][CH2:23][C:24](O)=[O:25]>C(S(O)(=O)=O)(F)(F)F.C1(C)C=CC=CC=1>[C:1]([S:14]([N:17]([CH2:19][CH2:20][O:21][C:24]([CH2:23][SH:22])=[O:25])[CH3:18])(=[O:15])=[O:16])([C:4]([C:7]([C:10]([F:11])([F:12])[F:13])([F:9])[F:8])([F:6])[F:5])([F:3])[F:2]. Reported procedure: A 500 mL three-necked round bottom flask was charged with 16.86 g of C4F9SO2N(CH3)CH2CH2OH (MW=357; 47.22 mmol; Example 2, A from WO 01/30873), 4.35 g HSCH2CO2H (MW=92.12, 47.22 mmol; available from Sigma-Aldrich), 2 drops of CF3SO3H catalyst, and 120 mL toluene. The mixture was heated to reflux under nitrogen at 115–120° C. with a mechanical stirrer for 8 hours. Water was removed by azeotropic distillation. Fourier Transform Infrared Spectroscopy (FTIR) analysis indicated the formation of ester... The reactants are 2/1, ether petroleum ether, C(=O)(OC(C)(C)C)N[C@@H](CC(C)C)C(=O)NC1=CC=C2C=C(C(OC2=C1)=O)C1=CC=CC=C1 (7-(Boc-L-leucinamido)-3-phenylcoumarin), Br (hydrobromic acid). The solvent is C(C)(=O)O (acetic acid), C(C)O (ethanol). Conditions: time 10 minute. Product: N[C@@H](CC(C)C)C(=O)NC1=CC=C2C=C(C(OC2=C1)=O)C1=CC=CC=C1.Br (7-(L-Leucinamido)-3-phenylcoumarin Hydrobromide). As a reaction SMILES: C([NH:8][C@H:9]([C:14]([NH:16][C:17]1[CH:26]=[C:25]2[C:20]([CH:21]=[C:22]([C:28]3[CH:33]=[CH:32][CH:31]=[CH:30][CH:29]=3)[C:23](=[O:27])[O:24]2)=[CH:19][CH:18]=1)=[O:15])[CH2:10][CH:11]([CH3:13])[CH3:12])(OC(C)(C)C)=O.[BrH:34]>C(O)(=O)C.C(O)C>[NH2:8][C@H:9]([C:14]([NH:16][C:17]1[CH:26]=[C:25]2[C:20]([CH:21]=[C:22]([C:28]3[CH:29]=[CH:30][CH:31]=[CH:32][CH:33]=3)[C:23](=[O:27])[O:24]2)=[CH:19][CH:18]=1)=[O:15])[CH2:10][CH:11]([CH3:12])[CH3:13].[BrH:34] |f:4.5|. Procedure: The product of Example I, above, (175.1 mg, 0.39 mmol) was dissolved at room temperature in 2 mL of 32% hydrobromic acid in acetic acid. After 10 min., 40 mL of 2/1 ether/petroleum ether was added. The precipitated solid was separated and dried overnight at room temperature and 5 Pa to yield a glassy, orange foam which was twice dissolved in 1 mL of absolute ethanol and reprecipitated by addition of 30 mL of ether. After drying overnight at room temperature and 5 Pa, there remained 73 mg (44.5%)... Isolated yield 94.0%. Procedure: N,N-diisobutyl-2-methyl-2-{4-nitro-3-[(3-piperidin-1-ylpropyl)amino]phenyl}propanamide (1.6 g) in solution in a mixture of ethyl acetate/ethanol 2:1 (100 ml) and 10% palladium on carbon (160 mg) are introduced into an autoclave. After stirring for 4 hours under a hydrogen atmosphere (3 bars) at a temperature of approximately 20° C., the catalyst is eliminated by filtration on celite and the filtrate is concentrated under reduced pressure at 40° C. in order to produce the expected compound in the... As a reaction SMILES: [CH2:1]([N:5]([CH2:30][CH:31]([CH3:33])[CH3:32])[C:6](=[O:29])[C:7]([CH3:28])([C:9]1[CH:14]=[CH:13][C:12]([N+:15]([O-])=O)=[C:11]([NH:18][CH2:19][CH2:20][CH2:21][N:22]2[CH2:27][CH2:26][CH2:25][CH2:24][CH2:23]2)[CH:10]=1)[CH3:8])[CH:2]([CH3:4])[CH3:3]>C(OCC)(=O)C.C(O)C.[Pd]>[NH2:15][C:12]1[CH:13]=[CH:14][C:9]([C:7]([CH3:8])([CH3:28])[C:6]([N:5]([CH2:30][CH:31]([CH3:33])[CH3:32])[CH2:1][CH:2]([CH3:4])[CH3:3])=[O:29])=[CH:10][C:11]=1[NH:18][CH2:19][CH2:20][CH2:21][N:22]1[CH2:27][CH2:26][CH2:25][CH2:24][CH2:23]1 |f:1.2|. Reaction conditions: temperature 20 celsius, time 4 hour. The reagents and catalysts are [Pd] (palladium on carbon). The reactants are C(C(C)C)N(C(C(C)(C1=CC(=C(C=C1)[N+](=O)[O-])NCCCN1CCCCC1)C)=O)CC(C)C (N,N-diisobutyl-2-methyl-2-{4-nitro-3-[(3-piperidin-1-ylpropyl)amino]phenyl}propanamide). The solvent is C(C)(=O)OCC.C(C)O (ethyl acetate ethanol). Product: NC1=C(C=C(C=C1)C(C(=O)N(CC(C)C)CC(C)C)(C)C)NCCCN1CCCCC1 (2-{4-amino-3-[(3-piperidin-1-ylpropyl)amino]phenyl}-N,N-diisobutyl-2-methylpropanamide), oil. The reactants are COc1cc(Cl)c(N)cc1F, ClCCl, Cl, [I-], [K+], O=N[O-], Nc1ccccc1, [Na+], O. Yields the product COc1cc(Cl)c(I)cc1F. As a reaction SMILES: [Cl:1][c:2]1[c:3]([NH2:4])[cH:5][c:6]([F:11])[c:7]([O:9][CH3:10])[cH:8]1.[Cl:27][CH2:28][Cl:29].[ClH:12].[I-:25].[K+:24].[N:20]([O-:21])=[O:22].[NH2:13][c:14]1[cH:15][cH:16][cH:17][cH:18][cH:19]1.[Na+:23].[OH2:26]>>[Cl:1][c:2]1[c:3]([I:25])[cH:5][c:6]([F:11])[c:7]([O:9][CH3:10])[cH:8]1. Starting materials: FC(CCC=O)(F)F (4,4,4-trifluorobutanal), C(=O)C=P(C1=CC=CC=C1)(C1=CC=CC=C1)C1=CC=CC=C1 (formylmethylenetriphenylphosphorane), CCOCC.CCCCCC (ether hexane). The product is FC(CC/C=C/C=O)(F)F (6,6,6-Trifluoro-2-trans-hexenal). Reported procedure: A solution of 12.6 g (0.1 mol) of 4,4,4-trifluorobutanal [T. Fuchikami and I. Ojima, J. Am. Chem. Soc. 104, 3527 (1982)] and 30.4 g (0.1 mol) of formylmethylenetriphenylphosphorane (see Tripett and D. M. Walker, J. Chem. Soc. 1961, 1266] in 200 ml of dichloromethane is heated under reflux for 24 hours under argon. The red solution is freed of solvent at room temperature in vacuo, and the residue is stirred thoroughly with ether/hexane (1:1). The solid portion is filtered off and subsequently was... Run in ClCCl (dichloromethane). Reaction SMILES: [F:1][C:2]([F:8])([F:7])[CH2:3][CH2:4][CH:5]=O.[CH:9]([CH:11]=P(C1C=CC=CC=1)(C1C=CC=CC=1)C1C=CC=CC=1)=[O:10].CCOCC.CCCCCC>ClCCl>[F:1][C:2]([F:8])([F:7])[CH2:3][CH2:4]/[CH:5]=[CH:11]/[CH:9]=[O:10] |f:2.3|. Starting materials: C(#N)C1=CC2=C(OCC3=C(C2=O)C=CC=C3)C=C1 (2-cyano-6,11-dihydro-11-oxodibenz[b,e]oxepin), C(C)(C)(C)[Li] (t-butyllithium). Reagents/catalysts: [Br-].C(C)[P+](C1=CC=CC=C1)(C1=CC=CC=C1)C1=CC=CC=C1 (ethyl triphenylphosphonium bromide). Run in O1CCCC1 (tetrahydrofuran), O1CCCC1 (tetrahydrofuran), CCCCCC (hexane). Yields the product C(#N)C1=CC2=C(OCC3=C(C2=CC)C=CC=C3)C=C1 (2-Cyano-6,11-dihydro-11-ethylidenedibenz[b,e]oxepin). Reaction SMILES: [C:1]([Li])(C)(C)[CH3:2].[C:6]([C:8]1[CH:23]=[CH:22][C:11]2[O:12][CH2:13][C:14]3[CH:21]=[CH:20][CH:19]=[CH:18][C:15]=3[C:16](=O)[C:10]=2[CH:9]=1)#[N:7]>[Br-].C([P+](C1C=CC=CC=1)(C1C=CC=CC=1)C1C=CC=CC=1)C.O1CCCC1.CCCCCC>[C:6]([C:8]1[CH:23]=[CH:22][C:11]2[O:12][CH2:13][C:14]3[CH:21]=[CH:20][CH:19]=[CH:18][C:15]=3[C:16](=[CH:1][CH3:2])[C:10]=2[CH:9]=1)#[N:7] |f:2.3|. Procedure details: Suspent 23.6 gm of ethyl triphenylphosphonium bromide in 200 ml of dry tetrahydrofuran add dropwise 2.4 ml of t-butyllithium in hexane with stirring at room temperature under a nitrogen atmosphere. Continue stirring for 3 hours and then cool to -70° C. in a dry ice bath. Add 10 gm. of 2-cyano-6,11-dihydro-11-oxodibenz[b,e]oxepin in 75 ml of dry tetrahydrofuran dropwise over 30 minutes. Continue stirring at -70° C. for 30 minutes, warm to room temperature and continue stirring overnight under a n... Starting materials: C1(=CC=C(C=C1)OC(=CC(C1=CC=C(C=C1)Br)=O)C(C1=CC=C(C=C1)Br)=O)C (1-(4-tolyloxy)-1,2-bis-(4-bromobenzoyl)ethylene), [K+].[Br-] (KBr). Run in P(Cl)(Cl)Cl (phosphorus trichloride). Product: BrC1=CC=C(C=C1)C=1OC(=CC1OC1=CC=C(C=C1)C)C1=CC=C(C=C1)Br (2,5-bis(4-Bromophenyl)-3-(p-tolyloxy)furan). Reaction SMILES: [C:1]1([CH3:28])[CH:6]=[CH:5][C:4]([O:7][C:8]([C:19](=O)[C:20]2[CH:25]=[CH:24][C:23]([Br:26])=[CH:22][CH:21]=2)=[CH:9][C:10](=[O:18])[C:11]2[CH:16]=[CH:15][C:14]([Br:17])=[CH:13][CH:12]=2)=[CH:3][CH:2]=1.[K+].[Br-]>P(Cl)(Cl)Cl>[Br:26][C:23]1[CH:22]=[CH:21][C:20]([C:19]2[O:18][C:10]([C:11]3[CH:12]=[CH:13][C:14]([Br:17])=[CH:15][CH:16]=3)=[CH:9][C:8]=2[O:7][C:4]2[CH:3]=[CH:2][C:1]([CH3:28])=[CH:6][CH:5]=2)=[CH:25][CH:24]=1 |f:1.2|. Procedure: A solution of 5.0 g (0.01 mole) 1-(4-tolyloxy)-1,2-bis-(4-bromobenzoyl)ethylene in 10 ml phosphorus trichloride was heated under reflux for 3-4 hr (TLC followed). The excess PCl3 was removed by distillation and the residue was triturated with ice/water (exothermic reaction). The solution was extracted with dichloromethane (75 ml) and the dichloromethane layer was washed with saturated sodium bicarbonate solution, water, and dried (Na2 SO4). The solvent was removed under reduced pressure. The res...